This data is from the Open Reaction Database (ORD), a public repository of structured organic reaction records. The task is: describe an organic reaction: reactants, conditions, products, and yield Reactants: C(C)N1C2=CC=C(C=C2C=2C=C(C=CC12)C(CCCCl)=O)C(CCCCl)=O (N-ethyl-3,6-bis(4-chlorobutyryl)carbazole), N1CCCCC1 (piperidine), [I-].[K+] (potassium iodide). The solvent is O1CCOCC1 (p-dioxane). Yields the product O.Cl.Cl.C(C)N1C2=CC=C(C=C2C=2C=C(C=CC12)C(CCCN1CCCCC1)=O)C(CCCN1CCCCC1)=O.C(C)N1C2=CC=C(C=C2C=2C=C(C=CC12)C(CCCN1CCCCC1)=O)C(CCCN1CCCCC1)=O.Cl.Cl (N-ETHYL-3,6-BIS(4-PIPERIDINOBUTYRYL)CARBAZOLE DIHYDROCHLORIDE HEMIHYDRATE). RXN SMILES: [CH2:1]([N:3]1[C:15]2[CH:14]=[CH:13][C:12]([C:16](=[O:21])[CH2:17][CH2:18][CH2:19][Cl:20])=[CH:11][C:10]=2[C:9]2[C:4]1=[CH:5][CH:6]=[C:7]([C:22](=[O:27])[CH2:23][CH2:24][CH2:25]Cl)[CH:8]=2)[CH3:2].[NH:28]1[CH2:33][CH2:32][CH2:31][CH2:30][CH2:29]1.[I-].[K+]>O1CCOCC1>[OH2:21].[ClH:20].[ClH:20].[CH2:1]([N:3]1[C:15]2[CH:14]=[CH:13][C:12]([C:16](=[O:21])[CH2:17][CH2:18][CH2:19][N:28]3[CH2:33][CH2:32][CH2:31][CH2:30][CH2:29]3)=[CH:11][C:10]=2[C:9]2[C:4]1=[CH:5][CH:6]=[C:7]([C:22](=[O:27])[CH2:23][CH2:24][CH2:25][N:28]1[CH2:33][CH2:32][CH2:31][CH2:30][CH2:29]1)[CH:8]=2)[CH3:2].[CH2:1]([N:3]1[C:15]2[CH:14]=[CH:13][C:12]([C:16](=[O:21])[CH2:17][CH2:18][CH2:19][N:28]3[CH2:33][CH2:32][CH2:31][CH2:30][CH2:29]3)=[CH:11][C:10]=2[C:9]2[C:4]1=[CH:5][CH:6]=[C:7]([C:22](=[O:27])[CH2:23][CH2:24][CH2:25][N:28]1[CH2:33][CH2:32][CH2:31][CH2:30][CH2:29]1)[CH:8]=2)[CH3:2].[ClH:20].[ClH:20] |f:2.3,5.6.7.8.9.10.11|. Reported procedure: A mixture of 19.5 g (0.048 mole) of N-ethyl-3,6-bis(4-chlorobutyryl)carbazole, 34.0 g (0.4 mole) of piperidine and 2.0 g of potassium iodide in 250 ml of p-dioxane was heated at reflux for 68 hours with stirring, then filtered. Upon cooling the mixture was diluted with 500 ml of water, and the resulting semi-solid was dissolved in ether, washed repeatedly with water and dried over magnesium sulfate. The ethereal solution was treated with ethereal HCl to give the desired product which was recryst... Reactants: COC1=CC=C2C=CN=CC2=C1OC (7,8-Dimethoxyisoquinoline), Br (HBr). Run in C(C)(=O)O (acetic acid). Yields the product Br.OC1=CC=C2C=CN=CC2=C1O (7,8-Dihydroxyisoquinoline hydrobromide). Isolated yield 61.0%. As a reaction SMILES: C[O:2][C:3]1[C:12]([O:13]C)=[C:11]2[C:6]([CH:7]=[CH:8][N:9]=[CH:10]2)=[CH:5][CH:4]=1.[BrH:15]>C(O)(=O)C>[BrH:15].[OH:2][C:3]1[C:12]([OH:13])=[C:11]2[C:6]([CH:7]=[CH:8][N:9]=[CH:10]2)=[CH:5][CH:4]=1 |f:3.4|. Reported procedure: 7,8-Dimethoxyisoquinoline (3.2 g, 16.9 mmol) in a mixture of 47% HBr (30 ml) and acetic acid (30 ml) was heated under reflux overnight. After cooling the product crystallized out from the reaction mixture as yellow needles. The crystals were collected by filtration to yield 2.5 g (Yield 61%) of the HBr salt. MP 243°-14 245° C.; Starting materials: [Li] (lithium), CC(CC(C(=O)OC)SC1=NN=C(N1)C1=CC=CC=C1)C (Methyl 4-methyl-2-[(5-phenyl-4H-1,2,4-triazol-3-yl)sulfanyl]pentanoate), CO (methanol), O1CCCC1 (tetrahydrofuran). Run in O (water), Cl (hydrochloric acid). Yields the product crude residue, CC(CC(C(=O)O)SC1=NN=C(N1)C1=CC=CC=C1)C (4-methyl-2-[(5-phenyl-4H-1,2,4-triazol-3-yl)sulfanyl]pentanoic acid). RXN SMILES: [CH3:1][CH:2]([CH3:21])[CH2:3][CH:4]([S:9][C:10]1[NH:14][C:13]([C:15]2[CH:20]=[CH:19][CH:18]=[CH:17][CH:16]=2)=[N:12][N:11]=1)[C:5]([O:7]C)=[O:6].CO.O1CCCC1.[Li]>O.Cl>[CH3:1][CH:2]([CH3:21])[CH2:3][CH:4]([S:9][C:10]1[NH:14][C:13]([C:15]2[CH:16]=[CH:17][CH:18]=[CH:19][CH:20]=2)=[N:12][N:11]=1)[C:5]([OH:7])=[O:6] |^1:28|. Procedure details: Methyl 4-methyl-2-[(5-phenyl-4H-1,2,4-triazol-3-yl)sulfanyl]pentanoate (473 mg, 1.54 mmoles) in a mixture of water (2 mL), methanol (2 mL) and tetrahydrofuran (4 mL) was treated with lithium hydroxyde monohydrate (193 mg, 4.6 mmoles) until disappearance of the starting material was observed by TLC. The reaction was diluted with 1.2 N hydrochloric acid until pH 1. The aqueous phase was extracted 3 times with dichloromethane. The organic phase was concentrated under reduced pressure to yield a cru... Starting materials: FC=1C=CC=2N(C1)C(=NN2)[C@@H]2N(CCOC2)C (6-Fluoro-3-((S)-4-methyl-morpholin-3-yl)-[1,2,4]triazolo[4,3-a]pyridine), [H-].[Na+] (NaH), N[C@H]1CC[C@H](C2=CC=CC=C12)O ((1R,4S)-4-Amino-1,2,3,4-tetrahydro-naphthalen-1-ol), N (NH3). Solvent: C(Cl)Cl (DCM), CN(C)C=O (DMF), CO (MeOH), CN(C)C=O (DMF). Reaction conditions: temperature 60 celsius, time 20 minute. The product is CN1[C@H](COCC1)C1=NN=C2N1C=C(C=C2)O[C@@H]2CC[C@@H](C1=CC=CC=C21)N ((1S,4R)-4-[3-((S)-4-Methyl-morpholin-3-yl)-[1,2,4]triazolo[4,3-a]pyridin-6-yloxy]-1,2,3,4-tetrahydro-naphthalen-1-ylamine). Yield: 25.5%. As a reaction SMILES: [H-].[Na+].[NH2:3][C@@H:4]1[C:13]2[C:8](=[CH:9][CH:10]=[CH:11][CH:12]=2)[C@H:7]([OH:14])[CH2:6][CH2:5]1.F[C:16]1[CH:17]=[CH:18][C:19]2[N:20]([C:22]([C@H:25]3[CH2:30][O:29][CH2:28][CH2:27][N:26]3[CH3:31])=[N:23][N:24]=2)[CH:21]=1.N>CN(C=O)C.CO.C(Cl)Cl>[CH3:31][N:26]1[CH2:27][CH2:28][O:29][CH2:30][C@@H:25]1[C:22]1[N:20]2[CH:21]=[C:16]([O:14][C@H:7]3[C:8]4[C:13](=[CH:12][CH:11]=[CH:10][CH:9]=4)[C@@H:4]([NH2:3])[CH2:5][CH2:6]3)[CH:17]=[CH:18][C:19]2=[N:24][N:23]=1 |f:0.1|. Procedure: To a suspension of NaH (60% in mineral oil, 51.0 mg, 1.27 mmol) in DMF (1.50 mL) was added Intermediate A (51.0 mg, 0.32 mmol) and the reaction stirred for 20 min. Intermediate 83c (75.0 mg, 0.32 mmol) was added in DMF (1.50 mL) and the reaction heated to 60° C. for 1 h. The reaction was cooled and quenched by dropwise addition of methanol, before being diluted with methanol and loaded onto an SCX-2 cartridge, which was washed with MeOH. The product was eluted with 2M NH3 in MeOH; concentration ... Procedure details: Dimethyl 2-[4-[2-(5-methyl-2-phenyl-4-oxazolyl)ethoxy]benzyl]malonate (3.00 g, 7.08 mmol) synthesized according to the method described in WO95/18125 was dissolved in methanol-tetrahydrofuran (1:1, 100 ml), and 40% aqueous methylamine solution (50 ml) was added. The mixture was stirred at room temperature for 0.5 hr. The reaction mixture was concentrated under reduced pressure, and the obtained residue was purified by silica gel column chromatography (developing solvent; n-hexane:ethyl acetate=1... Product: CNC(=O)C(C(=O)OC)CC1=CC=C(C=C1)OCCC=1N=C(OC1C)C1=CC=CC=C1 (Methyl 2-methylcarbamoyl-3-[4-[2-(5-methyl-2-phenyl-4-oxazolyl)ethoxy]phenyl]propionate). Run at time 0.5 hour. The solvent is CO.O1CCCC1 (methanol tetrahydrofuran). Yield: 50.0%. The reactants are CC1=C(N=C(O1)C1=CC=CC=C1)CCOC1=CC=C(CC(C(=O)OC)C(=O)OC)C=C1 (Dimethyl 2-[4-[2-(5-methyl-2-phenyl-4-oxazolyl)ethoxy]benzyl]malonate), CN (methylamine). As a reaction SMILES: [CH3:1][C:2]1[O:6][C:5]([C:7]2[CH:12]=[CH:11][CH:10]=[CH:9][CH:8]=2)=[N:4][C:3]=1[CH2:13][CH2:14][O:15][C:16]1[CH:31]=[CH:30][C:19]([CH2:20][CH:21]([C:26]([O:28]C)=O)[C:22]([O:24][CH3:25])=[O:23])=[CH:18][CH:17]=1.[CH3:32][NH2:33]>CO.O1CCCC1>[CH3:32][NH:33][C:26]([CH:21]([CH2:20][C:19]1[CH:18]=[CH:17][C:16]([O:15][CH2:14][CH2:13][C:3]2[N:4]=[C:5]([C:7]3[CH:8]=[CH:9][CH:10]=[CH:11][CH:12]=3)[O:6][C:2]=2[CH3:1])=[CH:31][CH:30]=1)[C:22]([O:24][CH3:25])=[O:23])=[O:28] |f:2.3|. Reactants: ClC1=C(C(=O)N)C=CC=C1Cl (2,3-dichlorobenzamide), F[B-](F)(F)F.C(C)[O+](CC)CC (triethyloxonium tetrafluoroborate). The product is ClC1=C(C(OCC)=N)C=CC=C1Cl (ethyl 2,3-dichlorobenzimidate). As a reaction SMILES: [Cl:1][C:2]1[C:10]([Cl:11])=[CH:9][CH:8]=[CH:7][C:3]=1[C:4]([NH2:6])=[O:5].F[B-](F)(F)F.[CH2:17]([O+](CC)CC)[CH3:18]>>[Cl:1][C:2]1[C:10]([Cl:11])=[CH:9][CH:8]=[CH:7][C:3]=1[C:4](=[NH:6])[O:5][CH2:17][CH3:18] |f:1.2|. Procedure details: starting from 2,3-dichlorobenzamide and triethyloxonium tetrafluoroborate there is obtained ethyl 2,3-dichlorobenzimidate as an oil; mass spectrum: 216 (16), 189 (20), 182 (9), 173 (100), 172 (56); The reactants are F[C@@]12[C@]3(C=CC(C=C3CC[C@H]1[C@@H]1C[C@H]([C@](C(C(=O)OC)=O)([C@]1(C[C@@H]2O)C)O)O)=O)C ((11β,16α)-9-fluoro-11,16,17-trihydroxy-3,20-dioxopregna-1,4-dien-21-oic acid, methyl ester), C(C)(=O)[O-].[Na+] (Sodium acetate), O.C1(=CC=C(C=C1)S(=O)(=O)O)C (p-toluene sulfonic acid hydrate), C(C)(=O)OC(C)=O (acetic anhydride). Run in C(C)(=O)O (acetic acid). Reaction conditions: time 40 hour. The product is C(C)(=O)O[C@@H]1[C@@]2([C@]3(C=CC(C=C3CC[C@H]2[C@@H]2C[C@H]([C@](C(C(=O)OC)=O)([C@]2(C1)C)OC(C)=O)OC(C)=O)=O)C)F (11β,16α,17-Triacetyloxy-9-fluoro-3,20-dioxopregna-1,4-dien-21-oic acid, methyl ester). RXN SMILES: [F:1][C@:2]12[C@@H:24]([OH:25])[CH2:23][C@@:22]3([CH3:26])[C@@H:12]([CH2:13][C@@H:14]([OH:28])[C@:15]3([OH:27])[C:16](=[O:21])[C:17]([O:19][CH3:20])=[O:18])[C@@H:11]1[CH2:10][CH2:9][C:8]1[C@:3]2([CH3:30])[CH:4]=[CH:5][C:6](=[O:29])[CH:7]=1.C(O[C:35](=[O:37])[CH3:36])(=O)C.[OH2:38].[C:39]1([CH3:49])C=CC(S(O)(=O)=O)=CC=1.[C:50]([O-])(=[O:52])[CH3:51].[Na+]>C(O)(=O)C>[C:50]([O:25][C@H:24]1[CH2:23][C@@:22]2([CH3:26])[C@@H:12]([CH2:13][C@@H:14]([O:28][C:35](=[O:37])[CH3:36])[C@:15]2([O:27][C:39](=[O:38])[CH3:49])[C:16](=[O:21])[C:17]([O:19][CH3:20])=[O:18])[C@H:11]2[C@@:2]1([F:1])[C@:3]1([CH3:30])[C:8]([CH2:9][CH2:10]2)=[CH:7][C:6](=[O:29])[CH:5]=[CH:4]1)(=[O:52])[CH3:51] |f:2.3,4.5|. Procedure: A suspension of (11β,16α)-9-fluoro-11,16,17-trihydroxy-3,20-dioxopregna-1,4-dien-21-oic acid, methyl ester (150 mg) in a mixture of glacial acetic acid (5.0 ml) and acetic anhydride (5.0 ml) containing p-toluene sulfonic acid hydrate (150 mg) is stirred for 40 hours. Sodium acetate (300 mg) is added and the solution is evaporated in vacuo. The residue is diluted with water, extracted with chloroform and the chloroform extract is washed with water, dried (MgSO4) and evaporated to a solid. The sol... Product: CC(C)(C)OC(=O)N1CCC(NC(=O)C2CCC3CN2C(=O)N3)CC1. Reactants: CCCC[SnH](CCCC)CCCC, CC(C)(C#N)N=NC(C)(C)C#N, CC(C)(C)OC(=O)N1CCC(NC(=O)C2CCC3CN2C(=O)N3OC(=S)Oc2ccccc2)CC1, c1ccccc1. RXN SMILES: [CH2:48]([SnH:49]([CH2:50][CH2:51][CH2:52][CH3:53])[CH2:54][CH2:55][CH2:56][CH3:57])[CH2:58][CH2:59][CH3:60].[N:1]#[C:2][C:3]([N:4]=[N:5][C:6]([C:7]#[N:8])([CH3:9])[CH3:10])([CH3:11])[CH3:12].[O:13]=[C:14]1[N:15]([O:38][C:39]([O:40][c:41]2[cH:42][cH:43][cH:44][cH:45][cH:46]2)=[S:47])[CH:16]2[CH2:17][CH2:18][CH:19]([C:22](=[O:23])[NH:24][CH:25]3[CH2:26][CH2:27][N:28]([C:31](=[O:32])[O:33][C:34]([CH3:35])([CH3:36])[CH3:37])[CH2:29][CH2:30]3)[N:20]1[CH2:21]2.[cH:61]1[cH:62][cH:63][cH:64][cH:65][cH:66]1>>[O:13]=[C:14]1[NH:15][CH:16]2[CH2:17][CH2:18][CH:19]([C:22](=[O:23])[NH:24][CH:25]3[CH2:26][CH2:27][N:28]([C:31](=[O:32])[O:33][C:34]([CH3:35])([CH3:36])[CH3:37])[CH2:29][CH2:30]3)[N:20]1[CH2:21]2. The reactants are [F-].[K+] (potassium fluoride), IC1(SC=CC1)C=1SC=CC1C=1SC=CC1 (2-iodoterthiophene), tetrakistriphenylphosphine palladium, C(CCC)OP(=O)(OCCCC)C=1C=C(SC1[Sn](CCCC)(CCCC)CCCC)C=1SC(=C(C1)P(=O)(OCCCC)OCCCC)[Sn](CCCC)(CCCC)CCCC (4,4′-bis(dibutoxyphosphoryl)-5,5′-bis(tributylstannyl)-[2,2′]-bithiophene). The solvent is C1(=CC=CC=C1)C (toluene). Product: C(CCC)OP(=O)(OCCCC)C1=C(SC(=C1)C=1SC(=C(C1)P(=O)(OCCCC)OCCCC)C=1SC(=CC1)C=1SC(=CC1)C=1SC=CC1)C1=CC=C(S1)C1=CC=C(S1)C=1SC=CC1 (3″′,4″″-bis(dibutoxyphosphoryl)-[2,2′;5′,2″;5″,2″′;5″′,2″″;5″″,2″″′;5″″′,2″″″;5″″″,2″″″′]-octithiophene). The yield is 73.0%. Reaction SMILES: I[C:2]1([C:7]2[S:8][CH:9]=[CH:10][C:11]=2C2SC=CC=2)[CH2:6][CH:5]=[CH:4][S:3]1.[CH2:17]([O:21][P:22]([C:29]1[CH:30]=[C:31]([C:47]2[S:48][C:49]([Sn](CCCC)(CCCC)CCCC)=[C:50]([P:52]([O:59][CH2:60][CH2:61][CH2:62][CH3:63])([O:54][CH2:55][CH2:56][CH2:57][CH3:58])=[O:53])[CH:51]=2)[S:32][C:33]=1[Sn](CCCC)(CCCC)CCCC)([O:24][CH2:25][CH2:26][CH2:27][CH3:28])=[O:23])[CH2:18][CH2:19][CH3:20].[F-].[K+]>C1(C)C=CC=CC=1>[CH2:55]([O:54][P:52]([C:50]1[CH:51]=[C:47]([C:31]2[S:32][C:33]([C:9]3[S:8][C:7]([C:2]4[S:3][C:4]([C:2]5[S:3][CH:4]=[CH:5][CH:6]=5)=[CH:5][CH:6]=4)=[CH:11][CH:10]=3)=[C:29]([P:22]([O:21][CH2:17][CH2:18][CH2:19][CH3:20])([O:24][CH2:25][CH2:26][CH2:27][CH3:28])=[O:23])[CH:30]=2)[S:48][C:49]=1[C:7]1[S:8][C:9]([C:9]2[S:8][C:7]([C:2]3[S:3][CH:4]=[CH:5][CH:6]=3)=[CH:11][CH:10]=2)=[CH:10][CH:11]=1)([O:59][CH2:60][CH2:61][CH2:62][CH3:63])=[O:53])[CH2:56][CH2:57][CH3:58] |f:2.3|. Procedure: At room temperature, 0.1235 g (0.33 mmols) of 2-iodoterthiophene and 0.0069 g (0.006 mmols) of commercially available tetrakistriphenylphosphine palladium were dissolved in 2 ml of toluene, to which 0.1693 g (0.15 mmols) of 4,4′-bis(dibutoxyphosphoryl)-5,5′-bis(tributylstannyl)-[2,2′]-bithiophene was added at room temperature. Thereafter, the reaction mixture was heated and stirred under reflux for 2 hours. After the reaction, the reaction mixture was cooled down to room temperature, to which a ... The reactants are CCC(=O)C1=C(O)CC(c2ccc3c(c2)OCCO3)CC1=O, CCON, Cl. The product is CCON=C(CC)C1=C(O)CC(c2ccc3c(c2)OCCO3)CC1=O. RXN SMILES: [CH2:1]1[O:2][c:3]2[cH:4][c:5]([CH:11]3[CH2:12][C:13]([OH:22])=[C:14]([C:18]([CH2:19][CH3:20])=[O:21])[C:15](=[O:17])[CH2:16]3)[cH:6][cH:7][c:8]2[O:9][CH2:10]1.[CH2:24]([CH3:25])[O:26][NH2:27].[ClH:23]>>[CH2:1]1[O:2][c:3]2[cH:4][c:5]([CH:11]3[CH2:12][C:13]([OH:22])=[C:14]([C:18]([CH2:19][CH3:20])=[N:27][O:26][CH2:24][CH3:25])[C:15](=[O:17])[CH2:16]3)[cH:6][cH:7][c:8]2[O:9][CH2:10]1.